Dataset: the Open Reaction Database (ORD), a public repository of structured organic reaction records. Task: describe an organic reaction: reactants, conditions, products, and yield The reactants are C(C1=CC=CC=C1)OC(NC[C@@H]1CC[C@H](CC1)C1=NC=C2N1C=CN=C2Cl)=O (benzyl((trans)-4-(8-chloroimidazo[1,5-a]pyrazin-3-yl)cyclohexyl)methylcarbamate), C([O-])([O-])=O.[K+].[K+] (potassium carbonate), CB1OB(OB(O1)C)C (trimethylboroxine). Reagents/catalysts: C1=CC=C(C=C1)P([C-]2C=CC=C2)C3=CC=CC=C3.C1=CC=C(C=C1)P([C-]2C=CC=C2)C3=CC=CC=C3.Cl[Pd]Cl.[Fe+2] (1,1′-bis(diphenylphosphino)ferrocenepalladium(II) dichloride). Solvent: O1CCOCC1 (1,4-dioxan). Run at temperature 100 celsius, time 8 hour. Product: C(C1=CC=CC=C1)OC(NC[C@@H]1CC[C@H](CC1)C1=NC=C2N1C=CN=C2C)=O (benzyl((trans)-4-(8-methylimidazo[1,5-a]pyrazin-3-yl)cyclohexyl)methylcarbamate). Yield: 56.4%. Reaction SMILES: [CH2:1]([O:8][C:9](=[O:28])[NH:10][CH2:11][C@H:12]1[CH2:17][CH2:16][C@H:15]([C:18]2[N:22]3[CH:23]=[CH:24][N:25]=[C:26](Cl)[C:21]3=[CH:20][N:19]=2)[CH2:14][CH2:13]1)[C:2]1[CH:7]=[CH:6][CH:5]=[CH:4][CH:3]=1.[C:29](=O)([O-])[O-].[K+].[K+].CB1OB(C)OB(C)O1>O1CCOCC1.C1C=CC(P(C2C=CC=CC=2)[C-]2C=CC=C2)=CC=1.C1C=CC(P(C2C=CC=CC=2)[C-]2C=CC=C2)=CC=1.Cl[Pd]Cl.[Fe+2]>[CH2:1]([O:8][C:9](=[O:28])[NH:10][CH2:11][C@H:12]1[CH2:17][CH2:16][C@H:15]([C:18]2[N:22]3[CH:23]=[CH:24][N:25]=[C:26]([CH3:29])[C:21]3=[CH:20][N:19]=2)[CH2:14][CH2:13]1)[C:2]1[CH:7]=[CH:6][CH:5]=[CH:4][CH:3]=1 |f:1.2.3,6.7.8.9|. Procedure details: To a suspension of benzyl((trans)-4-(8-chloroimidazo[1,5-a]pyrazin-3-yl)cyclohexyl)methylcarbamate (6.58 g, 16.50 mmol) and potassium carbonate (3.42 g, 24.74 mmol) in 1,4-dioxan (200 ml) was added (after flushing with nitrogen) trimethylboroxine (13.84 ml, 49.5 mmol) and 1,1′-bis(diphenylphosphino)ferrocenepalladium(II) dichloride (1.217 g, 1.650 mmol). The reaction was stirred at 100° C. overnight. The reaction mixture was cooled to room temperature, filtered over Celite and Celite washed with... The reactants are N[C@@H]1CC[C@H](CC1)C(=O)O (trans-4-Aminocyclohexanecarboxylic acid), C(=O)([O-])[O-].[K+].[K+] (K2CO3), C1=CC=C(C=C1)CBr (BnBr). The solvent is CC#N (CH3CN), CC#N (CH3CN). Reaction conditions: temperature 80 celsius, time 8 hour. The product is C(C1=CC=CC=C1)N(CC1=CC=CC=C1)[C@@H]1CC[C@H](CC1)C(=O)OCC1=CC=CC=C1 (trans-Phenylmethyl 4-[N,N-dibenzylamino]cyclohexanecarboxylate). Yield: 99.0%. As a reaction SMILES: [NH2:1][C@H:2]1[CH2:7][CH2:6][C@H:5]([C:8]([OH:10])=[O:9])[CH2:4][CH2:3]1.C([O-])([O-])=O.[K+].[K+].[CH:17]1[CH:22]=[CH:21][C:20]([CH2:23]Br)=[CH:19][CH:18]=1>CC#N>[CH2:23]([N:1]([C@H:2]1[CH2:7][CH2:6][C@H:5]([C:8]([O:10][CH2:8][C:5]2[CH:6]=[CH:7][CH:2]=[CH:3][CH:4]=2)=[O:9])[CH2:4][CH2:3]1)[CH2:23][C:20]1[CH:21]=[CH:22][CH:17]=[CH:18][CH:19]=1)[C:20]1[CH:21]=[CH:22][CH:17]=[CH:18][CH:19]=1 |f:1.2.3|. Procedure details: To an 80° C. heated mixture of trans-4-Aminocyclohexanecarboxylic acid (8 g, 55.97 mmol) and K2CO3 (23.4 g) in 112 mL of CH3CN, was added dropwise a solution of BnBr (23.3 mL, 195.5 mmol) in 70 mL of CH3CN by addition funnel. Reaction stirred overnight at 80° C. The reaction was cooled to room temperature and filtered. Precipitate did not form in filtrate like it did with the cis-somer so the filtrate was concentrated to an oil and carried on to next step (23.01 g, 99% yield). Product: C1(CC1)C=1C=C(C(N2C=CC(=C(C12)C)C1=CC(=CC=C1)NCC)=O)C(=O)OCC (ethyl 1-cyclopropyl-8-(3-ethylaminophenyl)-9-methyl-4-oxo-4H-quinolizine-3-carboxylate). Reported procedure: 39 mg of ethyl 1-cyclopropyl-9-methyl-8-(3-nitrophenyl)-4-oxo-4H-quinolizine-3-carboxylate (Example 13) was dissolved in 2 ml of ethanol. 5 mg of 5% palladium carbon was added to the obtained solution, and they were stirred at room temperature in hydrogen atmosphere for 14 hours. The catalyst was taken by the filtration. Water was added to the filtrate. After the extraction with chloroform, the organic layer was dried over anhydrous magnesium sulfate. The solvent was evaporated under reduced pre... Run in [H][H] (hydrogen). The reagents and catalysts are [C].[Pd] (palladium carbon). Starting materials: C1(CC1)C=1C=C(C(N2C=CC(=C(C12)C)C1=CC(=CC=C1)[N+](=O)[O-])=O)C(=O)OCC (ethyl 1-cyclopropyl-9-methyl-8-(3-nitrophenyl)-4-oxo-4H-quinolizine-3-carboxylate), C(C)O (ethanol). RXN SMILES: [CH:1]1([C:4]2[CH:5]=[C:6]([C:25]([O:27][CH2:28][CH3:29])=[O:26])[C:7](=[O:24])[N:8]3[C:13]=2[C:12]([CH3:14])=[C:11]([C:15]2[CH:20]=[CH:19][CH:18]=[C:17]([N+:21]([O-])=O)[CH:16]=2)[CH:10]=[CH:9]3)[CH2:3][CH2:2]1.[CH2:30](O)[CH3:31]>[H][H].[C].[Pd]>[CH:1]1([C:4]2[CH:5]=[C:6]([C:25]([O:27][CH2:28][CH3:29])=[O:26])[C:7](=[O:24])[N:8]3[C:13]=2[C:12]([CH3:14])=[C:11]([C:15]2[CH:20]=[CH:19][CH:18]=[C:17]([NH:21][CH2:30][CH3:31])[CH:16]=2)[CH:10]=[CH:9]3)[CH2:3][CH2:2]1 |f:3.4|. The reactants are CC(=O)c1cc(C(C)(C)C)c(O)c(C(C)(C)C)c1, ClCCl, O=S(=O)(Cl)Cl. The product is CC(C)(C)c1cc(C(=O)CCl)cc(C(C)(C)C)c1O. Reaction SMILES: [C:6]([CH3:7])([CH3:8])([CH3:9])[c:10]1[cH:11][c:12]([C:21]([CH3:22])=[O:23])[cH:13][c:14]([C:17]([CH3:18])([CH3:19])[CH3:20])[c:15]1[OH:16].[CH2:24]([Cl:25])[Cl:26].[S:1]([Cl:2])(=[O:3])([Cl:4])=[O:5]>>[Cl:4][CH2:22][C:21]([c:12]1[cH:11][c:10]([C:6]([CH3:7])([CH3:8])[CH3:9])[c:15]([OH:16])[c:14]([C:17]([CH3:18])([CH3:19])[CH3:20])[cH:13]1)=[O:23]. Starting materials: C(C1=CC=CC=C1)OC[C@@H]1CN(C[C@@H](O1)C(=O)N(CC1=CC(=C(C=C1)OC)OCCCOC)C1CC1)C(=O)OC(C)(C)C (tert-butyl(2S,6R)-2-[(benzyloxy)methyl]-6-({cyclopropyl[4-methoxy-3-(3-methoxypropoxy)benzyl]amino}carbonyl)morpholin-4-carboxylate), [H][H] (hydrogen). Reagents/catalysts: [OH-].[Pd+2].[OH-].[C] (Palladium hydroxide carbon). Solvent: CO (methanol). Yields the product C1(CC1)N(C(=O)[C@H]1CN(C[C@H](O1)CO)C(=O)OC(C)(C)C)CC1=CC(=C(C=C1)OC)OCCCOC (tert-butyl(2R,6S)-2-({cyclopropyl[4-methoxy-3-(3-methoxypropoxy)benzyl]amino}carbonyl)-6-(hydroxymethyl)morpholin-4-carboxylate). Yield: 107.0%. Reaction SMILES: C([O:8][CH2:9][C@H:10]1[O:15][C@@H:14]([C:16]([N:18]([CH:34]2[CH2:36][CH2:35]2)[CH2:19][C:20]2[CH:25]=[CH:24][C:23]([O:26][CH3:27])=[C:22]([O:28][CH2:29][CH2:30][CH2:31][O:32][CH3:33])[CH:21]=2)=[O:17])[CH2:13][N:12]([C:37]([O:39][C:40]([CH3:43])([CH3:42])[CH3:41])=[O:38])[CH2:11]1)C1C=CC=CC=1.[H][H]>CO.[OH-].[Pd+2].[OH-].[C]>[CH:34]1([N:18]([CH2:19][C:20]2[CH:25]=[CH:24][C:23]([O:26][CH3:27])=[C:22]([O:28][CH2:29][CH2:30][CH2:31][O:32][CH3:33])[CH:21]=2)[C:16]([C@@H:14]2[O:15][C@H:10]([CH2:9][OH:8])[CH2:11][N:12]([C:37]([O:39][C:40]([CH3:43])([CH3:42])[CH3:41])=[O:38])[CH2:13]2)=[O:17])[CH2:36][CH2:35]1 |f:3.4.5.6|. Procedure: 20% Palladium hydroxide-carbon (dry) (22 mg) was added to a solution of tert-butyl(2S,6R)-2-[(benzyloxy)methyl]-6-({cyclopropyl[4-methoxy-3-(3-methoxypropoxy)benzyl]amino}carbonyl)morpholin-4-carboxylate (220 mg) in methanol and the mixture was stirred under normal pressure of hydrogen atmosphere at room temperature for 6 hours. After filtration of insoluble materials through Celite, the filtrate was concentrated to give tert-butyl(2R,6S)-2-({cyclopropyl[4-methoxy-3-(3-methoxypropoxy)benzyl]amin... The reactants are CCOC(=O)c1[nH]c2ccccc2c1N, CN1CCCC1=O, Clc1ccncc1, Cl, O=C(O)C(F)(F)F, O. The product is CCOC(=O)c1[nH]c2ccccc2c1Nc1ccncc1. Reaction SMILES: [CH2:1]([CH3:2])[O:3][C:4](=[O:5])[c:6]1[nH:7][c:8]2[cH:9][cH:10][cH:11][cH:12][c:13]2[c:14]1[NH2:15].[CH3:24][N:25]1[CH2:26][CH2:27][CH2:28][C:29]1=[O:30].[Cl:17][c:18]1[cH:19][cH:20][n:21][cH:22][cH:23]1.[ClH:16].[F:31][C:32]([F:33])([F:34])[C:35]([OH:36])=[O:37].[OH2:38]>>[CH2:1]([CH3:2])[O:3][C:4](=[O:5])[c:6]1[nH:7][c:8]2[cH:9][cH:10][cH:11][cH:12][c:13]2[c:14]1[NH:15][c:18]1[cH:19][cH:20][n:21][cH:22][cH:23]1. The reactants are CSC(NC=1C=NC=C(C1)Br)=NC#N (S-Methyl N-(5-bromo-3-pyridyl)-N'-cyanoisothiourea), C1(=CC=CC=C1)SCCN (2-phenylthioethylamine), CCOCC (ether). The solvent is N1=CC=CC=C1 (pyridine). Product: BrC=1C=C(C=NC1)NC(=NCCSC1=CC=CC=C1)NC#N (N-(5-bromo-3-pyridyl)-N'-cyano-N"-(2-phenylthioethyl)guanidine). As a reaction SMILES: CS[C:3](=[N:12][C:13]#[N:14])[NH:4][C:5]1[CH:6]=[N:7][CH:8]=[C:9]([Br:11])[CH:10]=1.[C:15]1([S:21][CH2:22][CH2:23][NH2:24])[CH:20]=[CH:19][CH:18]=[CH:17][CH:16]=1.CCOCC>N1C=CC=CC=1>[Br:11][C:9]1[CH:10]=[C:5]([NH:4][C:3]([NH:12][C:13]#[N:14])=[N:24][CH2:23][CH2:22][S:21][C:15]2[CH:20]=[CH:19][CH:18]=[CH:17][CH:16]=2)[CH:6]=[N:7][CH:8]=1. Procedure: S-Methyl N-(5-bromo-3-pyridyl)-N'-cyanoisothiourea (650 mg) and 2-phenylthioethylamine (740 mg) in pyridine (0.5 ml) were heated to 50° C. for 5 hours. To the resulting clear solution was added ether (10 ml), and the desired pure compound was collected by filtration and washed with ether. Reactants: COC(=O)C=1C=C2C(=NC1)N(C(=C2)C(=CC2CCCC2)C2=CC=C(C=C2)S(=O)(=O)C)S(=O)(=O)C2=CC=CC=C2 (1-benzenesulfonyl-2-[2-cyclopentyl-1-(4-methanesulfonyl-phenyl)-vinyl]-1H-pyrrolo[2,3-b]pyridin-5-carboxylic acid methyl ester), Cl (hydrochloric acid). Solvent: C(C)O (ethanol), O1CCCC1 (tetrahydrofuran), [OH-].[Na+] (sodium hydroxide), C(C)(=O)OCC (ethyl acetate). Run at temperature 100 celsius. Yields the product C1(CCCC1)C=C(C1=CC=C(C=C1)S(=O)(=O)C)C1=CC=2C(=NC=C(C2)C(=O)O)N1 (2-[2-cyclopentyl-1-(4-methanesulfonyl-phenyl)-vinyl]-1H-pyrrolo[2,3-b]pyridin-5-carboxylic acid). Isolated yield 98.0%. RXN SMILES: C[O:2][C:3]([C:5]1[CH:6]=[C:7]2[CH:13]=[C:12]([C:14]([C:21]3[CH:26]=[CH:25][C:24]([S:27]([CH3:30])(=[O:29])=[O:28])=[CH:23][CH:22]=3)=[CH:15][CH:16]3[CH2:20][CH2:19][CH2:18][CH2:17]3)[N:11](S(C3C=CC=CC=3)(=O)=O)[C:8]2=[N:9][CH:10]=1)=[O:4].Cl>C(O)C.O1CCCC1.[OH-].[Na+].C(OCC)(=O)C>[CH:16]1([CH:15]=[C:14]([C:12]2[NH:11][C:8]3=[N:9][CH:10]=[C:5]([C:3]([OH:4])=[O:2])[CH:6]=[C:7]3[CH:13]=2)[C:21]2[CH:26]=[CH:25][C:24]([S:27]([CH3:30])(=[O:29])=[O:28])=[CH:23][CH:22]=2)[CH2:20][CH2:19][CH2:18][CH2:17]1 |f:4.5|. Procedure details: A mixture of 1-benzenesulfonyl-2-[2-cyclopentyl-1-(4-methanesulfonyl-phenyl)-vinyl]-1H-pyrrolo[2,3-b]pyridin-5-carboxylic acid methyl ester (950 mg, 1.69 mmol) in ethanol (10 mL), tetrahydrofuran (2 mL) and 10% aqueous sodium hydroxide solution (1.5 mL) was heated at 100° C. for 1 h. The mixture was neutralized with a 3 N aqueous hydrochloric acid solution, diluted with ethyl acetate (150 mL), washed with brine, dried over anhydrous sodium sulfate and then concentrated in vacuo to afford 2-[2-cy...